This data is from the Open Reaction Database (ORD), a public repository of structured organic reaction records. The task is: describe an organic reaction: reactants, conditions, products, and yield Starting materials: C(C)(=O)OCC (ethyl acetate), O1CCC2=C1C=CC(=C2)C2(CC2)C(=O)NC2=CC(=C(C(=N2)C=2C(=NC=CC2)OC)C)C (1-(2,3-dihydrobenzofuran-5-yl)-N-(2′-methoxy-3,4-dimethyl-2,3′-bipyridin-6-yl)cyclopropanecarboxamide), CO (Methanol), [Si](C)(C)(C)I (TMSI). The solvent is CC#N (CH3CN). Run at temperature 55 celsius, time 1 hour. The product is O1CCC2=C1C=CC(=C2)C2(CC2)C(=O)NC2=NC(=C(C(=C2)C)C)C=2C(NC=CC2)=O (1-(2,3-dihydrobenzofuran-5-yl)-N-(4,5-dimethyl-6-(2-oxo-1,2-dihydropyridin-3-yl)pyridin-2-yl)cyclopropanecarboxamide). The yield is 81.7%. Reaction SMILES: [O:1]1[C:5]2[CH:6]=[CH:7][C:8]([C:10]3([C:13]([NH:15][C:16]4[N:21]=[C:20]([C:22]5[C:23]([O:28]C)=[N:24][CH:25]=[CH:26][CH:27]=5)[C:19]([CH3:30])=[C:18]([CH3:31])[CH:17]=4)=[O:14])[CH2:12][CH2:11]3)=[CH:9][C:4]=2[CH2:3][CH2:2]1.[Si](I)(C)(C)C.CO.C(OCC)(=O)C>CC#N>[O:1]1[C:5]2[CH:6]=[CH:7][C:8]([C:10]3([C:13]([NH:15][C:16]4[CH:17]=[C:18]([CH3:31])[C:19]([CH3:30])=[C:20]([C:22]5[C:23](=[O:28])[NH:24][CH:25]=[CH:26][CH:27]=5)[N:21]=4)=[O:14])[CH2:12][CH2:11]3)=[CH:9][C:4]=2[CH2:3][CH2:2]1. Procedure details: To a suspension of 1-(2,3-dihydrobenzofuran-5-yl)-N-(2′-methoxy-3,4-dimethyl-2,3′-bipyridin-6-yl)cyclopropanecarboxamide (105 mg, 0.25 mmol) in CH3CN (5.0 mL) was added TMSI (71.7 μL, 0.50 mmol) drop wise. The reaction was stirred at 55° C. for 1 hour. Methanol (1.0 mL) was added followed by ethyl acetate (6 mL). The organic layer was washed with NaHSO3 (2×), and brine (1×). The organic layer was dried over Na2SO4, filtered and evaporated under reduced pressure. The crude product was purified by... Reactants: ClC1=C(C=CC=C1Cl)S (2,3-Dichlorothiophenol), C(C=C)(=O)O (acrylic acid), C(=O)([O-])[O-].[Na+].[Na+] (Na2CO3). Reaction conditions: temperature 50 celsius, time 3 hour. Yields the product ClC1=C(C=CC=C1Cl)SCCC(=O)O (3-(2,3-dichlorophenylthio)propanoic acid). The yield is 55.2%. Reaction SMILES: [Cl:1][C:2]1[C:7]([Cl:8])=[CH:6][CH:5]=[CH:4][C:3]=1[SH:9].[C:10]([OH:14])(=[O:13])[CH:11]=[CH2:12].C([O-])([O-])=O.[Na+].[Na+]>>[Cl:1][C:2]1[C:7]([Cl:8])=[CH:6][CH:5]=[CH:4][C:3]=1[S:9][CH2:12][CH2:11][C:10]([OH:14])=[O:13] |f:2.3.4|. Procedure details: 2,3-Dichlorothiophenol (4.94 g, 28 mmol) was placed in a flask with acrylic acid (2.11 g, 29 mmol) and stirred at 50° C. for 3 hours. The reaction mixture was poured into 10% Na2CO3 and extracted with ether. The aqueous layer was acidified with concentrated hydrochloric acid, extracted with ether, washed with brine, dried over MgSO4, and concentrated in vacuo to give the 3-(2,3-dichlorophenylthio)propanoic acid (3.88 g), contaminated with some acrylic acid, as a clear oil which was used without ... Starting materials: Cc1ccc(S(=O)(=O)Cl)cc1, CC(C)(C)OC(=O)N1CCC2(CC1)CC(=NO)c1ccccc1O2, c1ccncc1. Product: Cc1ccc(S(=O)(=O)ON=C2CC3(CCN(C(=O)OC(C)(C)C)CC3)Oc3ccccc32)cc1. RXN SMILES: [CH3:25][c:26]1[cH:27][cH:28][c:29]([S:32](=[O:33])(=[O:34])[Cl:35])[cH:30][cH:31]1.[OH:1][N:2]=[C:3]1[CH2:4][C:5]2([O:6][c:7]3[cH:8][cH:9][cH:10][cH:11][c:12]31)[CH2:13][CH2:14][N:15]([C:18](=[O:19])[O:20][C:21]([CH3:22])([CH3:23])[CH3:24])[CH2:16][CH2:17]2.[cH:36]1[cH:37][cH:38][n:39][cH:40][cH:41]1>>[O:1]([N:2]=[C:3]1[CH2:4][C:5]2([O:6][c:7]3[cH:8][cH:9][cH:10][cH:11][c:12]31)[CH2:13][CH2:14][N:15]([C:18](=[O:19])[O:20][C:21]([CH3:22])([CH3:23])[CH3:24])[CH2:16][CH2:17]2)[S:32]([c:29]1[cH:28][cH:27][c:26]([CH3:25])[cH:31][cH:30]1)(=[O:33])=[O:34]. Starting materials: Cl.Cl.C1(=CC=CC=C1)CCC1=CC=C(C=C1)C(CN1CCNCC1)C1(CCCCC1)O (1-{1-[4-(2-phenylethyl)phenyl]-2-piperazin-1-ylethyl]cyclohexanol dihydrochloride), OC1(CCCCC1)C(CN1CCN(CC1)C(=O)OC(C)(C)C)C1=C(C=CC=C1)CCC1=CC=CC=C1 (tert-butyl 4-[(1-hydroxycyclohexyl)(2-phenylethyl phenyl)ethyl]piperazine-1-carboxylate). Product: Cl.Cl.C1(=CC=CC=C1)CCC1=CC=C(C=C1)C(CC1(CCCCC1)O)N1CCNCC1 (1-[4-(2-phenylethyl)phenyl-2-piperazin-1-ylethyl}cyclohexanol dihydrochloride). As a reaction SMILES: [ClH:1].Cl.C1(CCC2C=CC([CH:17]([C:25]3([OH:31])[CH2:30][CH2:29][CH2:28][CH2:27][CH2:26]3)[CH2:18][N:19]3[CH2:24][CH2:23][NH:22][CH2:21][CH2:20]3)=CC=2)C=CC=CC=1.OC1(C([C:54]2[CH:59]=[CH:58][CH:57]=[CH:56][C:55]=2[CH2:60][CH2:61][C:62]2[CH:67]=[CH:66][CH:65]=[CH:64][CH:63]=2)CN2CCN(C(OC(C)(C)C)=O)CC2)CCCCC1>>[ClH:1].[ClH:1].[C:55]1([CH2:60][CH2:61][C:62]2[CH:63]=[CH:64][C:65]([CH:18]([N:19]3[CH2:24][CH2:23][NH:22][CH2:21][CH2:20]3)[CH2:17][C:25]3([OH:31])[CH2:26][CH2:27][CH2:28][CH2:29][CH2:30]3)=[CH:66][CH:67]=2)[CH:56]=[CH:57][CH:58]=[CH:59][CH:54]=1 |f:0.1.2,4.5.6|. Reported procedure: In an analogous manner to Example 135, step 4 1-{1-[4-(2-phenylethyl)phenyl]-2-piperazin-1-ylethyl]cyclohexanol dihydrochloride was prepared from tert-butyl 4-[(1-hydroxycyclohexyl)(2-phenylethyl phenyl)ethyl]piperazine-1-carboxylate. MS (ESI) m/z 393; HRMS: calcd for C26H36N2O+H+, 393.29004; found (ESI, [M+H]+), 393.2904. The reactants are C([O-])([O-])=O.[K+].[K+] (potassium carbonate), Cl.ClC1=C(C=CC(=C1)Cl)CCOC=1C=C(C=CC1OC)C(=O)N1CCNCC1 ({3-[2-(2,4-Dichlorophenyl)-ethoxy]-4-methoxy-phenyl}-piperazin-1-yl-methanone, hydrochloride salt), BrCC1=CC=C(C=C1)F (1-Bromomethyl-4-fluoro-benzene). Solvent: CN(C)C=O (DMF). Run at time 16 hour. Yields the product ClC1=C(C=CC(=C1)Cl)CCOC=1C=C(C=CC1OC)C(=O)N1CCN(CC1)CC1=CC=C(C=C1)F ({3-[2-(2,4-Dichlorophenyl)-ethoxy]-4-methoxy-phenyl}-[4-(4-fluorobenzyl)-piperazin-1-yl]-methanone). Reaction SMILES: Cl.[Cl:2][C:3]1[CH:8]=[C:7]([Cl:9])[CH:6]=[CH:5][C:4]=1[CH2:10][CH2:11][O:12][C:13]1[CH:14]=[C:15]([C:21]([N:23]2[CH2:28][CH2:27][NH:26][CH2:25][CH2:24]2)=[O:22])[CH:16]=[CH:17][C:18]=1[O:19][CH3:20].C(=O)([O-])[O-].[K+].[K+].Br[CH2:36][C:37]1[CH:42]=[CH:41][C:40]([F:43])=[CH:39][CH:38]=1>CN(C=O)C>[Cl:2][C:3]1[CH:8]=[C:7]([Cl:9])[CH:6]=[CH:5][C:4]=1[CH2:10][CH2:11][O:12][C:13]1[CH:14]=[C:15]([C:21]([N:23]2[CH2:28][CH2:27][N:26]([CH2:36][C:37]3[CH:42]=[CH:41][C:40]([F:43])=[CH:39][CH:38]=3)[CH2:25][CH2:24]2)=[O:22])[CH:16]=[CH:17][C:18]=1[O:19][CH3:20] |f:0.1,2.3.4|. Procedure details: 0.050 g (0.112 mmol) of {3-[2-(2,4-Dichlorophenyl)-ethoxy]-4-methoxy-phenyl}-piperazin-1-yl-methanone, hydrochloride salt was dissolved in 3 ml of DMF. 61.9 mg (0.448 mmol) of potassium carbonate was added to the solution, followed by 0.021 g (0.11 mmol) of 1-Bromomethyl-4-fluoro-benzene. The reaction solution was shaken for 16 h at RT. The solvent was removed under reduced pressure, the residue was taken-up in ethyl acetate and the solution was washed twice with water and once with saturated aq... Reaction conditions: temperature 130 celsius. Run in CC(=O)O (AcOH). The reactants are COC1=C2C(=NC=C1[N+](=O)[O-])CCC2 (4-methoxy-3-nitro-6,7-dihydro-5H-cyclopenta[b]pyridine), Br (HBr). RXN SMILES: C[O:2][C:3]1[C:8]([N+:9]([O-:11])=[O:10])=[CH:7][N:6]=[C:5]2[CH2:12][CH2:13][CH2:14][C:4]=12.Br>CC(O)=O>[N+:9]([C:8]1[C:3]([OH:2])=[C:4]2[CH2:14][CH2:13][CH2:12][C:5]2=[N:6][CH:7]=1)([O-:11])=[O:10]. Reported procedure: A mixture of 4-methoxy-3-nitro-6,7-dihydro-5H-cyclopenta[b]pyridine (1.535 g, 7.905 mmol) in AcOH (2.6 mL) was treated with 48% aq. HBr (2.6 mL, 23 mmol). The flask was sealed and heated at 130° C. for 40 min. then allowed to cool. The mixture was then concentrated under reduced pressure and the residue was neutralized to pH=7-8 using 50% NaOH in a cold bath. The mixture was then concentrated under reduced pressure and the residue was diluted with MeOH and THF, dried, filtered and concentrated t... Yields the product [N+](=O)([O-])C=1C(=C2C(=NC1)CCC2)O (3-Nitro-6,7-dihydro-5H-cyclopenta[b]pyridin-4-ol). Reactants: C1(CC1)C=O (cyclopropanecarboxaldehyde), CC(C)(C)[S@](=O)N ((S)-(−)-2-methyl-2-propanesulfinamide). The reagents and catalysts are [O-]S(=O)(=O)[O-].[Cu+2] (CuSO4). Solvent: C(Cl)Cl (CH2Cl2). Reaction conditions: time 8 hour. Product: C1(CC1)C=N[S@@](=O)C(C)(C)C ((S)-2-Methyl-2-propanesulfinic acid 1-cyclopropyl-methylideneamide). Isolated yield 90.0%. As a reaction SMILES: [CH:1]1([CH:4]=O)[CH2:3][CH2:2]1.[CH3:6][C:7]([S@@:10]([NH2:12])=[O:11])([CH3:9])[CH3:8]>C(Cl)Cl.[O-]S([O-])(=O)=O.[Cu+2]>[CH:1]1([CH:4]=[N:12][S@:10]([C:7]([CH3:9])([CH3:8])[CH3:6])=[O:11])[CH2:3][CH2:2]1 |f:3.4|. Reported procedure: The title compound was prepared according to a general procedure described by G. Liu, D. A. Cogan, T. D. Owens, T. P. Tang, and J. A. Ellman J. Org. Chem. 1999, 64, 1278: A mixture of cyclopropanecarboxaldehyde (35.0 g, 0.5 mol), (S)-(−)-2-methyl-2-propanesulfinamide (30 g, 0.25 mol) and anhydrous CuSO4 (120 g, 0.75 mol) in CH2Cl2 (1500 mL) was stirred at room temperature overnight. The reaction mixture was filtered and evaporated to give the title compound (39 g, yield 95%), which was used in t... Reactants: C(CC(O)(C(=O)O)CC(=O)O)(=O)O (citric acid), ClC=1C=C(COC2=C(C=C(C(=O)OC)C=C2)Cl)C=CC1 (Methyl 4-(3-chlorobenzyloxy)-3-chlorobenzoate), [Li+].[OH-] (LiOH), C1CCOC1.CO.O (THF MeOH H2O). The solvent is O (H2O). Conditions: time 4 hour. The product is ClC=1C=C(COC2=C(C=C(C(=O)O)C=C2)Cl)C=CC1 (4-(3-Chlorobenzyloxy)-3-chlorobenzoic acid). As a reaction SMILES: [Cl:1][C:2]1[CH:3]=[C:4]([CH:18]=[CH:19][CH:20]=1)[CH2:5][O:6][C:7]1[CH:16]=[CH:15][C:10]([C:11]([O:13]C)=[O:12])=[CH:9][C:8]=1[Cl:17].[Li+].[OH-].C1COCC1.CO.O.C(O)(=O)CC(CC(O)=O)(C(O)=O)O>O>[Cl:1][C:2]1[CH:3]=[C:4]([CH:18]=[CH:19][CH:20]=1)[CH2:5][O:6][C:7]1[CH:16]=[CH:15][C:10]([C:11]([OH:13])=[O:12])=[CH:9][C:8]=1[Cl:17] |f:1.2,3.4.5|. Procedure details: A mixture of compound 27c (662 mg, 2.0 mmol) and LiOH (192 mg, 8 mmol) in a solvent mixture of THF/MeOH/H2O (3/3/3 mL) was stirred at room temperature for 4 h, then acidified with 15% citric acid in H2O. The mixture was extracted with EtOAc (3×), and the combined extracts washed sequentially with water and brine. The extracts were dried over Na2SO4, filtered, and concentrated under reduced pressure. The resultant crude compound 3b was dried under reduced pressure for 18 h and used in the followi...